From a dataset of the Open Reaction Database (ORD), a public repository of structured organic reaction records. describe an organic reaction: reactants, conditions, products, and yield The reactants are CC1(C(C(C=2C(=CC=3C(=NO[N+]3[O-])C2)O1)N1CCCCC1)O)C (7,8-dihydro-6,6-dimethyl-7-hydroxy-8-(1-piperidinyl)-6H-pyrano [2,3-f] benzo-2,1,3-oxadiazole 3-oxide), C(CO)O (ethylene glycol), [N-]=[N+]=[N-].[Na+] (NaN3). The solvent is O (water). Run at temperature 140 celsius. The product is CC1(C(C(C=2C(=CC=3C(=NON3)C2)O1)N1CCCCC1)O)C (7,8-dihydro-6,6-dimethyl-7-hydroxy-8-(1-piperidinyl)-6H-pyrano [2,3-f] benzo-2,1,3-oxadiazole). Yield: 29.8%. As a reaction SMILES: [CH3:1][C:2]1([CH3:23])[O:15][C:6]2=[CH:7][C:8]3[C:9]([CH:14]=[C:5]2[CH:4]([N:16]2[CH2:21][CH2:20][CH2:19][CH2:18][CH2:17]2)[CH:3]1[OH:22])=[N:10][O:11][N+:12]=3[O-].C(O)CO.[N-]=[N+]=[N-].[Na+]>O>[CH3:1][C:2]1([CH3:23])[O:15][C:6]2=[CH:7][C:8]3[C:9]([CH:14]=[C:5]2[CH:4]([N:16]2[CH2:21][CH2:20][CH2:19][CH2:18][CH2:17]2)[CH:3]1[OH:22])=[N:10][O:11][N:12]=3 |f:2.3|. Procedure: A mixture of 297 mg (0.93 m mol) of 7,8-dihydro-6,6-dimethyl-7-hydroxy-8-(1-piperidinyl)-6H-pyrano [2,3-f] benzo-2,1,3-oxadiazole 3-oxide, 6 ml of ethylene glycol and 60 mg (0.93 m mol) of NaN3 was heated to 140° C. and reacted for 1.2 hours. After cooling, the reaction solution was poured into water and extracted thrice with chloroform. After the combined chloroform layer was dried over anhydrous sodium sulfate, the solvent was distilled off. The residue was subjected to a silica gel column chr... Starting materials: Cl.Cl.N1CCC(CC1)N1C(NC2=NC=CC=C21)=O (1-piperidin-4-yl-1,3-dihydroimidazo[4,5-b]pyridin-2-one-dihydrochloride), ClC1=CC(=NC=N1)NC1=CC2=C(N(C(O2)=O)C)C(=C1)C (6-(6-chloro-pyrimidin-4-ylamino)-3,4-dimethyl-3H-benzoxazol-2-one), CCN(C(C)C)C(C)C (DIPEA). Solvent: CN(C)C=O (DMF), O (water). Run at temperature 150 celsius. The product is CN1C(OC2=C1C(=CC(=C2)NC2=CC(=NC=N2)N2CCC(CC2)N2C(NC1=NC=CC=C12)=O)C)=O (1-{1-[6-(3,4-dimethyl-2-oxo-2,3-dihydro-benzoxazol-6-ylamino)-pyrimidin-4-yl]-piperidin-4-yl}-1,3-dihydro-imidazo[4,5-b]pyridin-2-one). RXN SMILES: Cl.Cl.[NH:3]1[CH2:8][CH2:7][CH:6]([N:9]2[C:17]3[C:12](=[N:13][CH:14]=[CH:15][CH:16]=3)[NH:11][C:10]2=[O:18])[CH2:5][CH2:4]1.Cl[C:20]1[N:25]=[CH:24][N:23]=[C:22]([NH:26][C:27]2[CH:37]=[C:36]([CH3:38])[C:30]3[N:31]([CH3:35])[C:32](=[O:34])[O:33][C:29]=3[CH:28]=2)[CH:21]=1.CCN(C(C)C)C(C)C>CN(C=O)C.O>[CH3:35][N:31]1[C:30]2[C:36]([CH3:38])=[CH:37][C:27]([NH:26][C:22]3[N:23]=[CH:24][N:25]=[C:20]([N:3]4[CH2:4][CH2:5][CH:6]([N:9]5[C:17]6[C:12](=[N:13][CH:14]=[CH:15][CH:16]=6)[NH:11][C:10]5=[O:18])[CH2:7][CH2:8]4)[CH:21]=3)=[CH:28][C:29]=2[O:33][C:32]1=[O:34] |f:0.1.2|. Reported procedure: 0.10 g (0.34 mmol) 1-piperidin-4-yl-1,3-dihydroimidazo[4,5-b]pyridin-2-one-dihydrochloride, 90 mg (0.31 mmol) 6-(6-chloro-pyrimidin-4-ylamino)-3,4-dimethyl-3H-benzoxazol-2-one and 0.15 mL (0.87 mmol) DIPEA in 1.5 mL DMF were combined and stirred at 150° C. After the reaction had ended the reaction mixture was diluted with water. The precipitate formed was suction filtered, taken up in DMF and purified by preparative HPLC. The product-containing fractions were combined, evaporated down and the re... Reactants: CC(C)(C)P(c1ccccc1-c1ccccc1)C(C)(C)C, C1COCCO1, Cc1nc(-c2cccc(C(F)(F)F)c2)n2nc(N)ncc12, CC(C)(C)[O-], CC(C)(C)OC(=O)NCc1cccc(I)c1, [Na+], O=C(C=Cc1ccccc1)C=Cc1ccccc1, O=C(C=Cc1ccccc1)C=Cc1ccccc1, O=C(C=Cc1ccccc1)C=Cc1ccccc1, [Pd], [Pd]. Yields the product Cc1nc(-c2cccc(C(F)(F)F)c2)n2nc(Nc3cccc(CNC(=O)OC(C)(C)C)c3)ncc12. Reaction SMILES: [C:38]([P:39]([C:40]([CH3:41])([CH3:42])[CH3:43])[c:44]1[cH:45][cH:46][cH:47][cH:48][c:49]1-[c:50]1[cH:51][cH:52][cH:53][cH:54][cH:55]1)([CH3:56])([CH3:57])[CH3:58].[CH2:65]1[O:66][CH2:67][CH2:68][O:69][CH2:70]1.[CH3:1][c:2]1[n:3][c:4](-[c:12]2[cH:13][c:14]([C:18]([F:19])([F:20])[F:21])[cH:15][cH:16][cH:17]2)[n:5]2[n:6][c:7]([NH2:11])[n:8][cH:9][c:10]12.[CH3:59][C:60]([CH3:61])([O-:62])[CH3:63].[I:22][c:23]1[cH:24][c:25]([CH2:26][NH:27][C:28]([O:29][C:30]([CH3:31])([CH3:32])[CH3:33])=[O:34])[cH:35][cH:36][cH:37]1.[Na+:64].[O:109]=[C:110]([CH:111]=[CH:112][c:113]1[cH:114][cH:115][cH:116][cH:117][cH:118]1)[CH:119]=[CH:120][c:121]1[cH:122][cH:123][cH:124][cH:125][cH:126]1.[O:73]=[C:74]([CH:75]=[CH:76][c:77]1[cH:78][cH:79][cH:80][cH:81][cH:82]1)[CH:83]=[CH:84][c:85]1[cH:86][cH:87][cH:88][cH:89][cH:90]1.[O:91]=[C:92]([CH:93]=[CH:94][c:95]1[cH:96][cH:97][cH:98][cH:99][cH:100]1)[CH:101]=[CH:102][c:103]1[cH:104][cH:105][cH:106][cH:107][cH:108]1.[Pd:71].[Pd:72]>>[CH3:1][c:2]1[n:3][c:4](-[c:12]2[cH:13][c:14]([C:18]([F:19])([F:20])[F:21])[cH:15][cH:16][cH:17]2)[n:5]2[n:6][c:7]([NH:11][c:23]3[cH:24][c:25]([CH2:26][NH:27][C:28]([O:29][C:30]([CH3:31])([CH3:32])[CH3:33])=[O:34])[cH:35][cH:36][cH:37]3)[n:8][cH:9][c:10]12. The reactants are O=C1NCCC(C1)C(=O)OC (methyl 2-oxopiperidine-4-carboxylate), C(C1=CC=CC=C1)(N)=NO (benzamidoxime), solution, CC(C)([O-])C.[K+] (potassium t-butoxide), C([O-])(O)=O.[Na+] (sodium bicarbonate). Solvent: O1CCCC1 (tetrahydrofuran), O1CCCC1 (tetrahydrofuran). The product is C1(=CC=CC=C1)C1=NOC(=N1)C1CC(NCC1)=O (4-(3-phenyl-1,2,4-oxadiazol-5-yl)piperidin-2-one). Isolated yield 53.6%. RXN SMILES: [C:1](=[N:9][OH:10])([NH2:8])[C:2]1[CH:7]=[CH:6][CH:5]=[CH:4][CH:3]=1.CC(C)([O-])C.[K+].[O:17]=[C:18]1[CH2:23][CH:22]([C:24](OC)=O)[CH2:21][CH2:20][NH:19]1.C(=O)(O)[O-].[Na+]>O1CCCC1>[C:2]1([C:1]2[N:8]=[C:24]([CH:22]3[CH2:21][CH2:20][NH:19][C:18](=[O:17])[CH2:23]3)[O:10][N:9]=2)[CH:7]=[CH:6][CH:5]=[CH:4][CH:3]=1 |f:1.2,4.5|. Reported procedure: Add benzamidoxime (5.63 g, 41.36 mmol) to a 1M solution of potassium t-butoxide (31 mL, 31 mmol) in tetrahydrofuran and anhydrous tetrahydrofuran (442 mL). Add methyl 2-oxopiperidine-4-carboxylate (5 g, 31.8 mmol) and stir overnight at room temperature. Pour reaction over saturated aqueous sodium bicarbonate and extract into chloroform. Separate layers and extract the aqueous phase with additional chloroform. Dry the combined organic layers over anhydrous magnesium sulfate, filter, and concentra...